From a dataset of the Open Reaction Database (ORD), a public repository of structured organic reaction records. describe an organic reaction: reactants, conditions, products, and yield Reactants: CC(C)(C)N, CC#N, O=C(CCCl)c1ccccc1, [K+], [K+], O=C([O-])[O-]. The product is CC(C)(C)NCCC(=O)c1ccccc1. Reaction SMILES: [CH3:18][C:19]([CH3:20])([CH3:21])[NH2:22].[CH3:23][C:24]#[N:25].[Cl:1][CH2:2][CH2:3][C:4](=[O:5])[c:6]1[cH:7][cH:8][cH:9][cH:10][cH:11]1.[K+:12].[K+:13].[O-:14][C:15]([O-:16])=[O:17]>>[CH2:2]([CH2:3][C:4](=[O:5])[c:6]1[cH:7][cH:8][cH:9][cH:10][cH:11]1)[NH:22][C:19]([CH3:18])([CH3:20])[CH3:21]. Reactants: O1CCOCC1.Cl (HCl dioxane), CC1=CC=C(C=C1)C1=CC=C(C=C1)NC(=O)C1=CC=C(OC2=C(C=C3C(CCOC3=C2)C(=O)OC)C#N)C=C1 (methyl 7-(4-(4′-methylbiphenyl-4-ylcarbamoyl)phenoxy)-6-cyanochroman-4-carboxylate), solution, O[Li].O (LiOH—H2O). Run in C1CCOC1 (THF). Conditions: time 17 hour. Product: C(#N)C=1C=C2C(CCOC2=CC1OC1=CC=C(C=C1)C(NC=1C=C(C=CC1)C1=CC=C(C=C1)C)=O)C(=O)O (6-cyano-7-(4-(4′-methylbiphenyl-3-ylcarbamoyl)phenoxy)chroman-4-carboxylic acid). Isolated yield 187.5%. As a reaction SMILES: CC1C=CC([C:8]2[CH:13]=[CH:12][C:11]([NH:14][C:15]([C:17]3[CH:39]=[CH:38][C:20]([O:21][C:22]4[CH:31]=[C:30]5[C:25]([CH:26]([C:32]([O:34]C)=[O:33])[CH2:27][CH2:28][O:29]5)=[CH:24][C:23]=4[C:36]#[N:37])=[CH:19][CH:18]=3)=[O:16])=[CH:10][CH:9]=2)=CC=1.O[Li].O.O1[CH2:48][CH2:47]OCC1.Cl>C1COCC1>[C:36]([C:23]1[CH:24]=[C:25]2[C:30](=[CH:31][C:22]=1[O:21][C:20]1[CH:38]=[CH:39][C:17]([C:15](=[O:16])[NH:14][C:11]3[CH:10]=[C:9]([C:8]4[CH:13]=[CH:12][C:47]([CH3:48])=[CH:10][CH:9]=4)[CH:8]=[CH:13][CH:12]=3)=[CH:18][CH:19]=1)[O:29][CH2:28][CH2:27][CH:26]2[C:32]([OH:34])=[O:33])#[N:37] |f:1.2,3.4|. Reported procedure: A mixture of methyl 7-(4-(4′-methylbiphenyl-4-ylcarbamoyl)phenoxy)-6-cyanochroman-4-carboxylate (33 mg, 0.063 mmol), 1M solution of LiOH—H2O (127.3 μl, 0.127 mmol), and THF (1.5 ml) was stirred for 17 hours at ambient temperature. The mixture was quenched with 4M HCl dioxane (47.73 μL, 0.190 mmol). The crude mixture was purified on silica gel (MeOH in dichloromethane with 1% acetic acid gradient) to provide 29.8 mg of the title compound as a white solid (93%). MS (apci) m/z=505.1 (M+H).